This data is from the Open Reaction Database (ORD), a public repository of structured organic reaction records. The task is: describe an organic reaction: reactants, conditions, products, and yield Reactants: COC=1C=CC2=C(NC(CO2)=O)C1 (6-Methoxy-2H-1,4-benzoxazin-3(4H)-one), CS(=O)(=O)OCC[C@@H]1CC[C@H](CC1)NC(=O)OC(C)(C)C (2-{trans-4-[(tert butoxycarbonyl)amino]cyclohexyl}ethyl methanesulfonate), CS(=O)(=O)OCC[C@@H]1CC[C@H](CC1)NC(=O)OC(C)(C)C (2-{trans-4-[(tert butoxycarbonyl)amino]cyclohexyl}ethyl methanesulfonate), COC=1C=CC2=C(NC(CO2)=O)C1 (6-Methoxy-2H-1,4-benzoxazin-3(4H)-one), [H-].[Na+] (sodium hydride), COC1=CC=C2C=CC(N(C2=C1)CCN1CCC(CC1)NC(OC(C)(C)C)=O)=O (tert-butyl {1-[2-(7-methoxy-2-oxoquinolin-1(2H)-yl)ethyl]piperidin-4-yl}carbamate). Run in ClCCl.CO (dichloromethane methanol). The product is COC=1C=CC2=C(N(C(CO2)=O)CC[C@@H]2CC[C@H](CC2)NC(OC(C)(C)C)=O)C1 (tert-Butyl {trans-4-[2-(6-methoxy-3-oxo-2,3-dihydro-4H-1,4-benzoxazin 4-yl)ethyl]cyclohexyl}carbamate). Yield: 58.0%. Reaction SMILES: [CH3:1][O:2][C:3]1[CH:4]=[CH:5][C:6]2[O:11][CH2:10][C:9](=[O:12])[NH:8][C:7]=2[CH:13]=1.[H-].[Na+].CS(O[CH2:21][CH2:22][C@H:23]1[CH2:28][CH2:27][C@H:26]([NH:29][C:30]([O:32][C:33]([CH3:36])([CH3:35])[CH3:34])=[O:31])[CH2:25][CH2:24]1)(=O)=O.COC1C=C2C(C=CC(=O)N2CCN2CCC(NC(=O)OC(C)(C)C)CC2)=CC=1>ClCCl.CO>[CH3:1][O:2][C:3]1[CH:4]=[CH:5][C:6]2[O:11][CH2:10][C:9](=[O:12])[N:8]([CH2:21][CH2:22][C@H:23]3[CH2:24][CH2:25][C@H:26]([NH:29][C:30](=[O:31])[O:32][C:33]([CH3:36])([CH3:35])[CH3:34])[CH2:27][CH2:28]3)[C:7]=2[CH:13]=1 |f:1.2,5.6|. Procedure: 6-Methoxy-2H-1,4-benzoxazin-3(4H)-one (Intermediate 48) (310 mg, 1.73 mmol) was deprotonated with sodium hydride and alkylated with 2-{trans-4-[(tert butoxycarbonyl)amino]cyclohexyl}ethyl methanesulfonate (Intermediate 76) (2 mmol) as described for Intermediate 2. Chromatography on silica gel with dichloromethane/methanol (20:1) afforded the product as a solid (58%). Starting materials: CN(C(=O)C=1N=C(SC1C(=O)OCC)C=1C=NC(=CC1)NC(=O)NCC)C (Ethyl 4-Dimethylcarbamoyl-2-[6-(3-ethyl-ureido)-pyridin-3-yl]-thiazole-5-carboxylate), [OH-].[Li+] (lithium hydroxide). Run in CO (methanol). Reaction conditions: temperature 50 celsius. Yields the product CN(C(=O)C=1N=C(SC1C(=O)O)C=1C=NC(=CC1)NC(=O)NCC)C (4-[(Dimethylamino)carbonyl]-2-(6-{[(ethylamino)carbonyl]amino}pyridin-3-yl)-1,3-thiazole-5-carboxylic acid). Yield: 30.9%. As a reaction SMILES: [CH3:1][N:2]([CH3:27])[C:3]([C:5]1[N:6]=[C:7]([C:15]2[CH:16]=[N:17][C:18]([NH:21][C:22]([NH:24][CH2:25][CH3:26])=[O:23])=[CH:19][CH:20]=2)[S:8][C:9]=1[C:10]([O:12]CC)=[O:11])=[O:4].[OH-].[Li+]>CO>[CH3:1][N:2]([CH3:27])[C:3]([C:5]1[N:6]=[C:7]([C:15]2[CH:16]=[N:17][C:18]([NH:21][C:22]([NH:24][CH2:25][CH3:26])=[O:23])=[CH:19][CH:20]=2)[S:8][C:9]=1[C:10]([OH:12])=[O:11])=[O:4] |f:1.2|. Procedure: To a stirred solution of ethyl 4-dimethylcarbamoyl-2-[6-(3-ethyl-ureido)-pyridin-3-yl]-thiazole-5-carboxylate (Example 52, 0.7 g, 1.78 mmol) in methanol (15 mL) was added 2 N lithium hydroxide (8 mL). The mixture was heated to 50° C. overnight. After completion of the reaction, the reaction mixture was concentrated to dryness. Water was added and the pH was adjusted with 2 N hydrochloric acid to pH 2. The precipitated solid was filtered and dried under vacuum to afford 0.2 g (35.48%) of the titl... Reactants: CCN(C(C)C)C(C)C, Clc1ncnc(Cl)n1, Nc1nc2ccccc2[nH]1, CN(C)C=O, O. Yields the product Nc1nc2ccccc2n1-c1ncnc(Cl)n1. Reaction SMILES: [CH:9]([N:10]([CH2:11][CH3:12])[CH:13]([CH3:14])[CH3:15])([CH3:16])[CH3:17].[Cl:1][c:2]1[n:3][cH:4][n:5][c:6]([Cl:8])[n:7]1.[NH2:18][c:19]1[n:20][c:21]2[cH:22][cH:23][cH:24][cH:25][c:26]2[nH:27]1.[O:29]=[CH:30][N:31]([CH3:32])[CH3:33].[OH2:28]>>[c:2]1(-[n:20]2[c:19]([NH2:18])[n:27][c:26]3[c:21]2[cH:22][cH:23][cH:24][cH:25]3)[n:3][cH:4][n:5][c:6]([Cl:8])[n:7]1. Reactants: C(CCC)OC1=C(C(=O)O)C=C(C(=N1)C)Cl (2-butoxy-5-chloro-6-methyl-nicotinic acid), COC(=O)Cl (chloroformic acid methyl ester), solution, NCCC1=CC=C(C(=O)O)C=C1.[Na] (4-(2-amino-ethyl)-benzoic acid sodium), C(C)(=O)[O-].[Na+] (sodium acetate). Run in CC(=O)C (acetone), CC(=O)C (acetone), C(C)N(CC)CC (triethylamine). Reaction conditions: time 2 hour. The product is 2-butoxy-5-chloro-6-methyl-nicotinamido, C(C1=CC=CC=C1)(=O)O (benzoic acid). RXN SMILES: COC(Cl)=O.C(O[C:11]1N=[C:18]([CH3:20])[C:17](Cl)=[CH:16][C:12]=1[C:13]([OH:15])=[O:14])CCC.NCCC1C=CC(C(O)=O)=CC=1.[Na].C([O-])(=O)C.[Na+]>CC(C)=O.C(N(CC)CC)C>[C:13]([OH:15])(=[O:14])[C:12]1[CH:11]=[CH:20][CH:18]=[CH:17][CH:16]=1 |f:2.3,4.5,^1:33|. Procedure details: 2.8 g of triethylamine and 2.6 g of chloroformic acid methyl ester are added, while stirring and cooling with ice, to 6.1 g of 2-butoxy-5-chloro-6-methyl-nicotinic acid (melting point 95°-97° C., prepared by chlorinating 2-butoxy-6-methyl-nicotinic acid in dilute glacial acetic acid) in 75 ml of acetone. The mixture is stirred for a further 15 minutes and then added, while stirring, to 25 ml of a 1-molar solution of 4-(2-amino-ethyl)-benzoic acid-sodium, additionally containing 0.025 mol of sodi... Starting materials: [N+](=O)([O-])C1=C(CO)C=CC=C1 (2-nitrobenzyl alcohol), C1CCC(CC1)N=C=NC2CCCCC2 (DCC), SCCCCCCCCCCC(=O)O (11-mercaptoundecanoic acid). Reagents/catalysts: CN(C)C=1C=CN=CC1 (DMAP). The solvent is C(Cl)Cl (CH2Cl2), C(Cl)Cl (CH2Cl2). The product is SCCCCCCCCCCC(=O)OCC1=C(C=CC=C1)[N+](=O)[O-] (2-nitrobenzyl 11-mercaptoundecanoate). Reaction SMILES: [N+:1]([C:4]1[CH:11]=[CH:10][CH:9]=[CH:8][C:5]=1[CH2:6][OH:7])([O-:3])=[O:2].[SH:12][CH2:13][CH2:14][CH2:15][CH2:16][CH2:17][CH2:18][CH2:19][CH2:20][CH2:21][CH2:22][C:23](O)=[O:24].C1CCC(N=C=NC2CCCCC2)CC1>CN(C1C=CN=CC=1)C.C(Cl)Cl>[SH:12][CH2:13][CH2:14][CH2:15][CH2:16][CH2:17][CH2:18][CH2:19][CH2:20][CH2:21][CH2:22][C:23]([O:7][CH2:6][C:5]1[CH:8]=[CH:9][CH:10]=[CH:11][C:4]=1[N+:1]([O-:3])=[O:2])=[O:24]. Procedure: One equivalent of 2-nitrobenzyl alcohol (2.17 g, 14.15 mmol) was combined with one equivalent of 11-mercaptoundecanoic acid (3.09 g, 14.15 mmol), 0.1 equivalents DMAP (0.173 g, 1.42 mmol) and dissolved in 50 mL CH2Cl2. To this mixture a solution of DCC (2.92 g, 14.15 mmol) in 30 mL CH2Cl2 was slowly added while stirring. Upon addition a white precipitate formed after a few minutes. The mixture was stirred at room temperature overnight. Vacuum filtration removed the white precipitate and the filt... Reactants: C(CC(O)(C(=O)O)CC(=O)O)(=O)O (citric acid), [H-].[Na+] (Sodium hydride), NC=1N=NC(=C(C1)C)Cl (3-amino-6-chloro-5-methylpyridazine), CN(C1=C2C=CC=C(C2=CC=C1)S(=O)(=O)Cl)C (5-dimethylamino-1-naphthalenesulphonyl chloride). Run in COCCOC (1,2-dimethoxyethane). Conditions: time 45 minute. The product is CN(C1=C2C=CC=C(C2=CC=C1)S(=O)(=O)NC=1N=NC(=C(C1)C)Cl)C (5-dimethylamino-N-(6-chloro-5-methyl-3-pyridazinyl)-1-naphthalenesulphonamide). The yield is 21.4%. As a reaction SMILES: [H-].[Na+].[NH2:3][C:4]1[N:5]=[N:6][C:7]([Cl:11])=[C:8]([CH3:10])[CH:9]=1.[CH3:12][N:13]([CH3:28])[C:14]1[CH:23]=[CH:22][CH:21]=[C:20]2[C:15]=1[CH:16]=[CH:17][CH:18]=[C:19]2[S:24](Cl)(=[O:26])=[O:25].C(O)(=O)CC(CC(O)=O)(C(O)=O)O>COCCOC>[CH3:12][N:13]([CH3:28])[C:14]1[CH:23]=[CH:22][CH:21]=[C:20]2[C:15]=1[CH:16]=[CH:17][CH:18]=[C:19]2[S:24]([NH:3][C:4]1[N:5]=[N:6][C:7]([Cl:11])=[C:8]([CH3:10])[CH:9]=1)(=[O:26])=[O:25] |f:0.1|. Procedure details: Sodium hydride (60% dispersion in oil; 0.25 g) was added to a solution of 3-amino-6-chloro-5-methylpyridazine (0.36 g) in dry 1,2-dimethoxyethane (10 ml). When evolution of gas ceased, 5-dimethylamino-1-naphthalenesulphonyl chloride (0.67 g) was added and the reaction mixture was stirred for 45 minutes. 7% aqueous citric acid solution (10 ml) was added, the organic phase was separated and the aqueous layer was extracted with ethyl acetate (2×20 ml). The combined organic phases were washed with w... Starting materials: ClC=1C2=C(N=C(N1)C)SC(=N2)C2CCC(CC2)(C)C (7-chloro-2-(4,4-dimethylcyclohexyl)-5-methyl[1,3]thiazolo[5,4-d]pyrimidine), C(C1=CC=CC=C1)(=O)OCI (iodomethyl benzoate), BrC(C)Br (dibromoethane), C[Si](C)(C)Cl (trimethylsilylchloride). Reagents/catalysts: C=1C=CC(=CC1)[P](C=2C=CC=CC2)(C=3C=CC=CC3)[Pd]([P](C=4C=CC=CC4)(C=5C=CC=CC5)C=6C=CC=CC6)([P](C=7C=CC=CC7)(C=8C=CC=CC8)C=9C=CC=CC9)[P](C=1C=CC=CC1)(C=1C=CC=CC1)C=1C=CC=CC1 (Pd(PPh3)4), [Zn] (zinc). Solvent: C1CCOC1 (THF), C1CCOC1 (THF), C1CCOC1 (THF). Reaction conditions: time 1 hour. Yields the product C(C1=CC=CC=C1)(=O)OCC=1C2=C(N=C(N1)C)SC(=N2)C2CCC(CC2)(C)C ([2-(4,4-dimethylcyclohexyl)-5-methyl[1,3]thiazolo[5,4-d]pyrimidin-7-yl]methyl benzoate). Isolated yield 94.7%. As a reaction SMILES: BrC(Br)C.C[Si](Cl)(C)C.[C:10]([O:18][CH2:19]I)(=[O:17])[C:11]1[CH:16]=[CH:15][CH:14]=[CH:13][CH:12]=1.Cl[C:22]1[C:23]2[N:31]=[C:30]([CH:32]3[CH2:37][CH2:36][C:35]([CH3:39])([CH3:38])[CH2:34][CH2:33]3)[S:29][C:24]=2[N:25]=[C:26]([CH3:28])[N:27]=1>C1COCC1.[Zn].C1C=CC([P]([Pd]([P](C2C=CC=CC=2)(C2C=CC=CC=2)C2C=CC=CC=2)([P](C2C=CC=CC=2)(C2C=CC=CC=2)C2C=CC=CC=2)[P](C2C=CC=CC=2)(C2C=CC=CC=2)C2C=CC=CC=2)(C2C=CC=CC=2)C2C=CC=CC=2)=CC=1>[C:10]([O:18][CH2:19][C:22]1[C:23]2[N:31]=[C:30]([CH:32]3[CH2:37][CH2:36][C:35]([CH3:39])([CH3:38])[CH2:34][CH2:33]3)[S:29][C:24]=2[N:25]=[C:26]([CH3:28])[N:27]=1)(=[O:17])[C:11]1[CH:16]=[CH:15][CH:14]=[CH:13][CH:12]=1 |^1:49,51,70,89|. Procedure details: Under an argon atmosphere, to a suspension of zinc powder (7.5 g) in THF (50 mL) were added dibromoethane (200 μL) and trimethylsilylchloride (200 μL), and then a solution of iodomethyl benzoate (15 g) in THF (50 mL) was added thereto, followed by stirring at room temperature for 1 hour. Then, a solution of 7-chloro-2-(4,4-dimethylcyclohexyl)-5-methyl[1,3]thiazolo[5,4-d]pyrimidine (10.9 g) in THF (50 mL) and Pd(PPh3)4 (4.25 g) were added thereto, followed by stirring at room temperature for 15 h... Starting materials: COC(=O)c1c[nH]c(C=O)c1, COCCl. Product: COCn1cc(C(=O)OC)cc1C=O. Reaction SMILES: [CH:1](=[O:2])[c:3]1[nH:4][cH:5][c:6]([C:8](=[O:9])[O:10][CH3:11])[cH:7]1.[Cl:12][CH2:13][O:14][CH3:15]>>[CH:1](=[O:2])[c:3]1[n:4]([CH2:13][O:14][CH3:15])[cH:5][c:6]([C:8](=[O:9])[O:10][CH3:11])[cH:7]1. Starting materials: C(CCC)C1=NN=C2N1C1=CC(=C(C=C1N=C2)Cl)Cl (1-n-Butyl-7,8-dichloro-1,2,4-triazolo [4,3-a]quinoxaline), OO (H2O2). Run in CC(=O)O (HOAc). Conditions: temperature 60 celsius. The product is carbonyl, C(CCC)C1=NN=C2N1C1=CC(=C(C=C1NC2=O)Cl)Cl (1-n-Butyl-7,8-dichloro-1,2,4-triazolo[4,3-a]quinoxalin-4(5H)-one). Reaction SMILES: [CH2:1]([C:5]1[N:9]2[C:10]3[C:15]([N:16]=[CH:17][C:8]2=[N:7][N:6]=1)=[CH:14][C:13]([Cl:18])=[C:12]([Cl:19])[CH:11]=3)[CH2:2][CH2:3][CH3:4].[OH:20]O>CC(O)=O>[CH2:1]([C:5]1[N:9]2[C:10]3[C:15]([NH:16][C:17](=[O:20])[C:8]2=[N:7][N:6]=1)=[CH:14][C:13]([Cl:18])=[C:12]([Cl:19])[CH:11]=3)[CH2:2][CH2:3][CH3:4]. Procedure: The carbonyl compound was prepared by combining 500 mg (1.7 mmol) of the quinoxaline compound (7) and 16 nil HOAc, and then adding 5 ml of 30% H2O2. The mixture was heated to 60° C. for 16 hours, and then cooled. The product was recovered by filtration and dried at 0.5 mm and 60° C. overnight, yielding 150 mg of 1-n-butyl-7,8-dichloro-1,2,4-triazolo[4,3-a]quinoxalin-4(5H)-one (8). Starting materials: O=C(Br)CBr, ClCCl, CCCCCCCCO, c1ccncc1. Product: CCCCCCCCOC(=O)CBr. Reaction SMILES: [Br:1][CH2:2][C:3](=[O:4])[Br:5].[CH2:21]([Cl:22])[Cl:23].[CH2:6]([CH2:7][CH2:8][CH2:9][CH2:10][CH2:11][CH2:12][CH3:13])[OH:14].[cH:15]1[cH:16][cH:17][n:18][cH:19][cH:20]1>>[Br:1][CH2:2][C:3](=[O:4])[O:14][CH2:6][CH2:7][CH2:8][CH2:9][CH2:10][CH2:11][CH2:12][CH3:13].